From a dataset of the Open Reaction Database (ORD), a public repository of structured organic reaction records. describe an organic reaction: reactants, conditions, products, and yield Starting materials: CCCCS(=O)(=O)NC(=O)c1ccc([N+](=O)[O-])c(NC(C)=O)c1, CCO, [Na+], [OH-], O. Yields the product CCCCS(=O)(=O)NC(=O)c1ccc([N+](=O)[O-])c(N)c1. As a reaction SMILES: [CH2:1]([CH2:2][CH2:3][CH3:4])[S:5](=[O:6])(=[O:7])[NH:8][C:9]([c:10]1[cH:11][c:12]([NH:19][C:20](=[O:21])[CH3:22])[c:13]([N+:16](=[O:17])[O-:18])[cH:14][cH:15]1)=[O:23].[CH3:26][CH2:27][OH:28].[Na+:25].[OH-:24].[OH2:29]>>[CH2:1]([CH2:2][CH2:3][CH3:4])[S:5](=[O:6])(=[O:7])[NH:8][C:9]([c:10]1[cH:11][c:12]([NH2:19])[c:13]([N+:16](=[O:17])[O-:18])[cH:14][cH:15]1)=[O:23]. The reactants are BrC1=NC(=CC=C1)C (2-bromo-6-methylpyridine), [Mn](=O)(=O)(=O)[O-].[K+] (potassium permanganate), O (water), [Mn](=O)(=O)(=O)[O-].[K+] (potassium permanganate), O (water). Product: BrC1=NC(=CC=C1)C(=O)O (2-Bromo-6-pyridine-carboxylic acid). RXN SMILES: [Br:1][C:2]1[CH:7]=[CH:6][CH:5]=[C:4]([CH3:8])[N:3]=1.[Mn]([O-])(=O)(=O)=[O:10].[K+].[OH2:15]>>[Br:1][C:2]1[CH:7]=[CH:6][CH:5]=[C:4]([C:8]([OH:10])=[O:15])[N:3]=1 |f:1.2|. Reported procedure: To deionized water (75 mL) was added 2-bromo-6-methylpyridine (5.0 g) and potassium permanganate (4.74 g). After refluxing for 1 h another portion of potassium permanganate (4.74 g) in deionzied water (75 mL) was added. The mixture was heated at reflux for an additional 5 h and filtered through ceiite. The filtrate was acidified with 6 N hydrochloric acid and the product precipitated as a white solid. The solid was collected by suction filtration and the filtrate was extracted with ethyl acetate...